describe an organic reaction: reactants, conditions, products, and yield From a dataset of the Open Reaction Database (ORD), a public repository of structured organic reaction records. Starting materials: ClC1=NC(=NC(=N1)Cl)NC1=CC=CC=C1 (4,6-dichloro-N-phenyl-[1,3,5]triazine-2-amine), NC=1C=C2CCCC2=CC1 (5-aminoindan). Yields the product ClC1=NC(=NC(=N1)NC=1C=C2CCCC2=CC1)NC1=CC=CC=C1 (6-Chloro-N-indan-5-yl-N′-phenyl-[1,3,5]triazine-2,4-diamine). The yield is 37.0%. RXN SMILES: [Cl:1][C:2]1[N:7]=[C:6](Cl)[N:5]=[C:4]([NH:9][C:10]2[CH:15]=[CH:14][CH:13]=[CH:12][CH:11]=2)[N:3]=1.[NH2:16][C:17]1[CH:18]=[C:19]2[C:23](=[CH:24][CH:25]=1)[CH2:22][CH2:21][CH2:20]2>>[Cl:1][C:2]1[N:7]=[C:6]([NH:16][C:17]2[CH:18]=[C:19]3[C:23](=[CH:24][CH:25]=2)[CH2:22][CH2:21][CH2:20]3)[N:5]=[C:4]([NH:9][C:10]2[CH:15]=[CH:14][CH:13]=[CH:12][CH:11]=2)[N:3]=1. Procedure details: The reaction of 4,6-dichloro-N-phenyl-[1,3,5]triazine-2-amine with 5-aminoindan using the method described for the synthesis of CT-32028 provided CT-32099 (36 mg, 37% yield). 1H NMR (d6-DMSO) δ 10.15–10.28 (m, 2H), 7.56–7.72 (m, 3H), 7.05–7.39 (m, 5H), 2.75–90 (m, 4H), 1.94–2.09 (m, 2H). Starting materials: CC(C)n1nc(Br)c2ccc(CBr)cc2c1=O, CN1CCNCC1, C1CCOC1. Yields the product CC(C)n1nc(Br)c2ccc(CN3CCN(C)CC3)cc2c1=O. As a reaction SMILES: [Br:1][c:2]1[n:3][n:4]([CH:15]([CH3:16])[CH3:17])[c:5](=[O:14])[c:6]2[cH:7][c:8]([CH2:12][Br:13])[cH:9][cH:10][c:11]12.[CH3:18][N:19]1[CH2:20][CH2:21][NH:22][CH2:23][CH2:24]1.[O:25]1[CH2:26][CH2:27][CH2:28][CH2:29]1>>[Br:1][c:2]1[n:3][n:4]([CH:15]([CH3:16])[CH3:17])[c:5](=[O:14])[c:6]2[cH:7][c:8]([CH2:12][N:22]3[CH2:21][CH2:20][N:19]([CH3:18])[CH2:24][CH2:23]3)[cH:9][cH:10][c:11]12.